describe an organic reaction: reactants, conditions, products, and yield From a dataset of the Open Reaction Database (ORD), a public repository of structured organic reaction records. Reactants: NC1=CC=C(C(=O)N(C2=CC=C(C=C2)OC)CCN2CCC(CC2)C(C2=CC=C(C=C2)F)=O)C=C1 (4-Amino-N-{2-[4-(4-fluorobenzoyl)piperidino]ethyl}-N-(4-methoxyphenyl)benzamide), COC1OC(CC1)OC (2,5-dimethoxytetrahydrofuran). The solvent is C(C)(=O)O (acetic acid). Yields the product N1(C=CC=C1)C1=CC=C(C(=O)N(C2=CC=C(C=C2)OC)CCN2CCC(CC2)C(C2=CC=C(C=C2)F)=O)C=C1 (4-(Pyrrole-1-yl)-N-{2-[4-(4-fluorobenzoyl)piperidino]ethyl}-N-(4-methoxyphenyl)benzamide). Isolated yield 82.6%. RXN SMILES: [NH2:1][C:2]1[CH:35]=[CH:34][C:5]([C:6]([N:8]([CH2:17][CH2:18][N:19]2[CH2:24][CH2:23][CH:22]([C:25](=[O:33])[C:26]3[CH:31]=[CH:30][C:29]([F:32])=[CH:28][CH:27]=3)[CH2:21][CH2:20]2)[C:9]2[CH:14]=[CH:13][C:12]([O:15][CH3:16])=[CH:11][CH:10]=2)=[O:7])=[CH:4][CH:3]=1.CO[CH:38]1[CH2:42][CH2:41][CH:40](OC)O1>C(O)(=O)C>[N:1]1([C:2]2[CH:3]=[CH:4][C:5]([C:6]([N:8]([CH2:17][CH2:18][N:19]3[CH2:24][CH2:23][CH:22]([C:25](=[O:33])[C:26]4[CH:27]=[CH:28][C:29]([F:32])=[CH:30][CH:31]=4)[CH2:21][CH2:20]3)[C:9]3[CH:10]=[CH:11][C:12]([O:15][CH3:16])=[CH:13][CH:14]=3)=[O:7])=[CH:34][CH:35]=2)[CH:38]=[CH:42][CH:41]=[CH:40]1. Reported procedure: 4-Amino-N-{2-[4-(4-fluorobenzoyl)piperidino]ethyl}-N-(4-methoxyphenyl)benzamide (237.0 mg, 0.50 mmol) was dissolved in acetic acid (5.0 ml), and the solution was mixed with 2,5-dimethoxytetrahydrofuran (0.065 ml, 0.50 mmol) and heated for 1 hour under reflux. After cooling, acetic acid was distilled off under a reduced pressure, the residue was dissolved in ethyl acetate, and the organic layer was washed with water and saturated brine, and dried on anhydrous sodium sulfate. Thereafter, the solve... The reactants are C(=O)(OCC)C=C1CCN(CC1)C1=C(C=C(C=C1)N1C(O[C@H](C1)CNC(C)=O)=O)F ((S)—N-[3-{4-[4-carboethoxymethylidene piperidin-1-yl]-3-fluorophenyl}-2-oxo-1,3-oxazolidin-5-ylmethyl]-acetamide), ClC1=CC(=CC=C1)C(=O)OO (m-chloroperbenzoic acid), ClCCl (dichloromethane). Product: C(=O)(OOC)C1CC12CCN(CC2)C2=C(C=C(C=C2)N2C(O[C@H](C2)CNC(C)=O)=O)F ((S)—N-{3-[4-(1-oxa-2-carboethoxy-6-aza-spiro[2.5]oct-6-yl)-3-fluorophenyl]-2-oxo-oxazolidin-5-ylmethyl}-acetamide). The yield is 37.0%. Reaction SMILES: [C:1]([CH:6]=[C:7]1[CH2:12][CH2:11][N:10]([C:13]2[CH:18]=[CH:17][C:16]([N:19]3[CH2:23][C@H:22]([CH2:24][NH:25][C:26](=[O:28])[CH3:27])[O:21][C:20]3=[O:29])=[CH:15][C:14]=2[F:30])[CH2:9][CH2:8]1)([O:3]CC)=[O:2].ClC1C=CC=C([C:38](OO)=[O:39])C=1.Cl[CH2:43]Cl>>[C:1]([CH:6]1[C:7]2([CH2:8][CH2:9][N:10]([C:13]3[CH:18]=[CH:17][C:16]([N:19]4[CH2:23][C@H:22]([CH2:24][NH:25][C:26](=[O:28])[CH3:27])[O:21][C:20]4=[O:29])=[CH:15][C:14]=3[F:30])[CH2:11][CH2:12]2)[CH2:43]1)([O:3][O:39][CH3:38])=[O:2]. Reported procedure: The title compound was prepared by reacting (S)—N-[3-{4-[4-carboethoxymethylidene piperidin-1-yl]-3-fluorophenyl}-2-oxo-1,3-oxazolidin-5-ylmethyl]-acetamide (0.3 mmol) and m-chloroperbenzoic acid (0.31 mmol) in dichloromethane at a temperature 0° C. for 14 hours in 37% yield. The reactants are ClC1=NC2=CC=C(C=C2N=C1)F (2-chloro-6-fluoroquinoxaline), FC1=C(OC(C(=O)OCCC)C)C=CC(=C1)O (n-propyl 2-(2-fluoro-4-hydroxyphenoxy)propionate), C([O-])([O-])=O.[K+].[K+] (potassium carbonate). Run in CN(C=O)C (dimethylformamide). Reaction conditions: temperature 120 celsius. The product is FC1=C(OC(C(=O)OCCC)C)C=CC(=C1)OC1=NC2=CC=C(C=C2N=C1)F (n-Propyl 2-[2-fluoro-4-(6-fluoroquinoxalin-2-yloxy)-phenoxy]propionate). The yield is 41.8%. As a reaction SMILES: Cl[C:2]1[CH:11]=[N:10][C:9]2[C:4](=[CH:5][CH:6]=[C:7]([F:12])[CH:8]=2)[N:3]=1.[F:13][C:14]1[CH:28]=[C:27]([OH:29])[CH:26]=[CH:25][C:15]=1[O:16][CH:17]([CH3:24])[C:18]([O:20][CH2:21][CH2:22][CH3:23])=[O:19].C(=O)([O-])[O-].[K+].[K+]>CN(C)C=O>[F:13][C:14]1[CH:28]=[C:27]([O:29][C:2]2[CH:11]=[N:10][C:9]3[C:4](=[CH:5][CH:6]=[C:7]([F:12])[CH:8]=3)[N:3]=2)[CH:26]=[CH:25][C:15]=1[O:16][CH:17]([CH3:24])[C:18]([O:20][CH2:21][CH2:22][CH3:23])=[O:19] |f:2.3.4|. Procedure details: A mixture of 2-chloro-6-fluoroquinoxaline (1.0 g; 5.48 mmole), n-propyl 2-(2-fluoro-4-hydroxyphenoxy)propionate (1.33 g; 5.49 mmole), anhydrous potassium carbonate (0.8 g) and anhydrous dimethylformamide (40 ml) was stirred and heated at a temperature of 120° C. for a period of 3.5 hours. The solvent was evaporated from the reaction mixture under vacuum, the residue was treated with water and the mixture was extracted with diethyl ether. The etherial extract was washed with water, dried over anh... Reactants: C1(=CC=CC=C1)CCC(CO)=O (4-phenyl-2-oxo-1-butanol), C1(CCCCC1)N=C=NC1CCCCC1 (dicyclohexylcarbodiimide), COC1=CC=CC=2C(=COC21)C(=O)O (7-methoxybenzofuran-3-carboxylic acid), C1CCOC1 (THF). Conditions: time 16 hour. Product: C1(=CC=CC=C1)CCC(COC(=O)CC1=COC2=C1C=CC=C2OC)=O (3-((4-phenyl-2-oxobutoxy)carbonylmethyl)-7-methoxybenzofuran). The yield is 47.0%. RXN SMILES: [CH3:1][O:2][C:3]1[C:11]2[O:10][CH:9]=[C:8]([C:12](O)=O)[C:7]=2[CH:6]=[CH:5][CH:4]=1.[C:15]1([CH2:21][CH2:22][C:23](=[O:26])[CH2:24][OH:25])[CH:20]=[CH:19][CH:18]=[CH:17][CH:16]=1.C1(N=C=NC2CCCCC2)CCCCC1.C1C[O:45][CH2:44]C1>>[C:15]1([CH2:21][CH2:22][C:23](=[O:26])[CH2:24][O:25][C:44]([CH2:12][C:8]2[C:7]3[CH:6]=[CH:5][CH:4]=[C:3]([O:2][CH3:1])[C:11]=3[O:10][CH:9]=2)=[O:45])[CH:20]=[CH:19][CH:18]=[CH:17][CH:16]=1. Reported procedure: 7-methoxybenzofuran-3-carboxylic acid (220 mg) was dissolved in THF (5 ml). To this solution, 4-phenyl-2-oxo-1-butanol (211 mg) and dicyclohexylcarbodiimide (330 mg) were added and the resulting solution was stirred at room temperature for 16 hours. The reaction solution was filtered and the filtrate was poured into water layer (50 ml), followed by extraction twice with ethyl acetate (20 ml). The organic layers were combined and washed with saturated brine, followed by drying over sodium sulfate... Reactants: [BH4-], CCCCCCCCCCCCCCCCCC(=O)NC(C(=O)OCC)C(O)CCCCCCCCCCCCCCC, C1CCOC1, CCOC(C)=O, [Na+], O. The product is CCCCCCCCCCCCCCCCCC(=O)NC(CO)C(O)CCCCCCCCCCCCCCC. As a reaction SMILES: [BH4-:6].[C:8]([CH2:9][CH2:10][CH2:11][CH2:12][CH2:13][CH2:14][CH2:15][CH2:16][CH2:17][CH2:18][CH2:19][CH2:20][CH2:21][CH2:22][CH2:23][CH2:24][CH3:25])(=[O:26])[NH:27][CH:28]([C:29](=[O:30])[O:31][CH2:32][CH3:33])[CH:34]([CH2:35][CH2:36][CH2:37][CH2:38][CH2:39][CH2:40][CH2:41][CH2:42][CH2:43][CH2:44][CH2:45][CH2:46][CH2:47][CH2:48][CH3:49])[OH:50].[CH2:1]1[O:2][CH2:3][CH2:4][CH2:5]1.[CH3:51][CH2:52][O:53][C:54](=[O:55])[CH3:56].[Na+:7].[OH2:57]>>[C:8]([CH2:9][CH2:10][CH2:11][CH2:12][CH2:13][CH2:14][CH2:15][CH2:16][CH2:17][CH2:18][CH2:19][CH2:20][CH2:21][CH2:22][CH2:23][CH2:24][CH3:25])(=[O:26])[NH:27][CH:28]([CH2:29][OH:30])[CH:34]([CH2:35][CH2:36][CH2:37][CH2:38][CH2:39][CH2:40][CH2:41][CH2:42][CH2:43][CH2:44][CH2:45][CH2:46][CH2:47][CH2:48][CH3:49])[OH:50]. Starting materials: N(N)C(=O)OCC (ethyl hydrazinecarboxylate), C1=CC=C(C=C1)/C=C/C=O (trans cinnamic aldehyde). Solvent: C(C)O (ethanol). Product: C1(=CC=CC=C1)/C=C/C=N/NC(=O)OCC (ethyl 2-[(1E,2E)-3-phenyl-2-propenylidene]hydrazinecarboxylate). Isolated yield 80.8%. Reaction SMILES: [NH:1]([C:3]([O:5][CH2:6][CH3:7])=[O:4])[NH2:2].[CH:8]1[CH:13]=[CH:12][C:11](/[CH:14]=[CH:15]/[CH:16]=O)=[CH:10][CH:9]=1>C(O)C>[C:11]1(/[CH:14]=[CH:15]/[CH:16]=[N:2]/[NH:1][C:3]([O:5][CH2:6][CH3:7])=[O:4])[CH:12]=[CH:13][CH:8]=[CH:9][CH:10]=1. Procedure details: A mixture of 5a (4.00 g, 38.4 mmol) and trans cinnamic aldehyde (7.60 g, 57.5 mmol) in ethanol (100 ml) was heated under reflux for 3 h. After cooling to room temperature, the mixture was filtered, and the residue dried under vacuum to give 6.77 g of a white solid. Refiltration of the filtrate gave another 0.73 g of the residue and an overall yield of 91%.